From a dataset of the Open Reaction Database (ORD), a public repository of structured organic reaction records. describe an organic reaction: reactants, conditions, products, and yield The reactants are C(C1=CC=CC=C1)OC1=C(C(=O)OC)C(=C(C(=N1)C=1C=C2C=CN(C2=CC1)C)CC)OCC1=CC=CC=C1 (methyl 2,4-bis(benzyloxy)-5-ethyl-6-(1-methyl-1H-indol-5-yl)nicotinate), C1CC(=O)N(C1=O)Cl (NCS). The solvent is CC#N (MeCN). Run at temperature 0 celsius, time 1 hour. Yields the product C(C1=CC=CC=C1)OC1=C(C(=O)OC)C(=C(C(=N1)C=1C=C2C(=CN(C2=CC1)C)Cl)CC)OCC1=CC=CC=C1 (methyl 2,4-bis(benzyloxy)-6-(3-chloro-1-methyl-1H-indol-5-yl)-5-ethylnicotinate). Yield: 71.1%. As a reaction SMILES: [CH2:1]([O:8][C:9]1[N:18]=[C:17]([C:19]2[CH:20]=[C:21]3[C:25](=[CH:26][CH:27]=2)[N:24]([CH3:28])[CH:23]=[CH:22]3)[C:16]([CH2:29][CH3:30])=[C:15]([O:31][CH2:32][C:33]2[CH:38]=[CH:37][CH:36]=[CH:35][CH:34]=2)[C:10]=1[C:11]([O:13][CH3:14])=[O:12])[C:2]1[CH:7]=[CH:6][CH:5]=[CH:4][CH:3]=1.C1C(=O)N([Cl:46])C(=O)C1>CC#N>[CH2:1]([O:8][C:9]1[N:18]=[C:17]([C:19]2[CH:20]=[C:21]3[C:25](=[CH:26][CH:27]=2)[N:24]([CH3:28])[CH:23]=[C:22]3[Cl:46])[C:16]([CH2:29][CH3:30])=[C:15]([O:31][CH2:32][C:33]2[CH:34]=[CH:35][CH:36]=[CH:37][CH:38]=2)[C:10]=1[C:11]([O:13][CH3:14])=[O:12])[C:2]1[CH:7]=[CH:6][CH:5]=[CH:4][CH:3]=1. Reported procedure: To a solution of methyl 2,4-bis(benzyloxy)-5-ethyl-6-(1-methyl-1H-indol-5-yl)nicotinate (131 mg, 0.26 mmol), prepared in Example 359, step 1, in MeCN (2 mL) was added NCS (35 mg, 0.26 mmol) at 0° C. The reaction was stirred at 0° C. for 1 h before it was allowed to warm to room temperature. The reaction progress was monitored by LC-MS. Upon completion, the reaction was quenched with water then extracted by CH2Cl2 (3×20 mL). The solvent was removed to give the crude product which was purified by ... Starting materials: CCC(=C(c1ccccc1)c1ccc(C=CC(=O)O)cc1)c1ccccc1, NS(=O)(=O)c1cccs1. Product: CCC(=C(c1ccccc1)c1ccc(C=CC(=O)NS(=O)(=O)c2cccs2)cc1)c1ccccc1. Reaction SMILES: [c:1]1([C:7](=[C:8]([CH2:9][CH3:10])[c:11]2[cH:12][cH:13][cH:14][cH:15][cH:16]2)[c:17]2[cH:18][cH:19][c:20]([CH:23]=[CH:24][C:25](=[O:26])[OH:27])[cH:21][cH:22]2)[cH:2][cH:3][cH:4][cH:5][cH:6]1.[s:28]1[c:29]([S:33](=[O:34])(=[O:35])[NH2:36])[cH:30][cH:31][cH:32]1>>[c:1]1([C:7](=[C:8]([CH2:9][CH3:10])[c:11]2[cH:12][cH:13][cH:14][cH:15][cH:16]2)[c:17]2[cH:18][cH:19][c:20]([CH:23]=[CH:24][C:25](=[O:26])[NH:36][S:33]([c:29]3[s:28][cH:32][cH:31][cH:30]3)(=[O:34])=[O:35])[cH:21][cH:22]2)[cH:2][cH:3][cH:4][cH:5][cH:6]1. The reactants are OC1=CC=C(C[C@@H]2NC(OC2)=O)C=C1 ((S)-(−)-4-(4-hydroxybenzyl)-2-oxazolidinone), BrCCC(OC)OC(CCBr)OC (2-bromo-ethyl-methoxy-methyl-ether). Yields the product COCOCCOC1=CC=C(C[C@@H]2NC(OC2)=O)C=C1 ((S)-4-[4-(2-Methoxymethoxy-ethoxy)-benzyl]-oxazolidin-2-one). Yield: 77.0%. RXN SMILES: [OH:1][C:2]1[CH:14]=[CH:13][C:5]([CH2:6][C@H:7]2[CH2:11][O:10][C:9](=[O:12])[NH:8]2)=[CH:4][CH:3]=1.BrCC[CH:18]([O:21][CH:22](OC)[CH2:23]CBr)[O:19][CH3:20]>>[CH3:20][O:19][CH2:18][O:21][CH2:22][CH2:23][O:1][C:2]1[CH:14]=[CH:13][C:5]([CH2:6][C@H:7]2[CH2:11][O:10][C:9](=[O:12])[NH:8]2)=[CH:4][CH:3]=1. Reported procedure: Compound 5a is synthesized by general procedure H from (S)-(−)-4-(4-hydroxybenzyl)-2-oxazolidinone (Tetrahedron; EN; 57; 39; 2001; 8313-8322) and 2-bromo-ethyl-methoxy-methyl-ether (Aldrich) at 10-fold scale in 77% yield (15.4 mmol, 4.33 g).